This data is from the Open Reaction Database (ORD), a public repository of structured organic reaction records. The task is: describe an organic reaction: reactants, conditions, products, and yield The reactants are C(#N)C=1C=C(C=CC1F)S(=O)(=O)NC1=NC=NS1 (3-Cyano-4-fluoro-N-(1,2,4-thiadiazol-5-yl)benzenesulfonamide), ClC=1C=CC(=C(C1)C1=NC(=NC=C1)N1CCN(CC1)C(=O)OC(C)(C)C)O (tert-butyl 4-[4-(5-chloro-2-hydroxyphenyl)pyrimidin-2-yl]piperazine-1-carboxylate), C([O-])([O-])=O.[K+].[K+] (potassium carbonate), CS(=O)C (dimethyl sulfoxide), [Cl-].[NH4+] (ammonium chloride). Product: ClC=1C=CC(=C(C1)C1=NC(=NC=C1)N1CCN(CC1)C(=O)OC(C)(C)C)OC1=C(C=C(C=C1)S(=O)(=O)NC1=NC=NS1)C#N (tert-butyl 4-[4-(5-chloro-2-{2-cyano-4-[(1,2,4-thiadiazol-5-ylamino)sulfonyl]phenoxy}phenyl)pyrimidin-2-yl]piperazine-1-carboxylate). RXN SMILES: [C:1]([C:3]1[CH:4]=[C:5]([S:10]([NH:13][C:14]2[S:18][N:17]=[CH:16][N:15]=2)(=[O:12])=[O:11])[CH:6]=[CH:7][C:8]=1F)#[N:2].[Cl:19][C:20]1[CH:21]=[CH:22][C:23]([OH:45])=[C:24]([C:26]2[CH:31]=[CH:30][N:29]=[C:28]([N:32]3[CH2:37][CH2:36][N:35]([C:38]([O:40][C:41]([CH3:44])([CH3:43])[CH3:42])=[O:39])[CH2:34][CH2:33]3)[N:27]=2)[CH:25]=1.C(=O)([O-])[O-].[K+].[K+].CS(C)=O.[Cl-].[NH4+]>>[Cl:19][C:20]1[CH:21]=[CH:22][C:23]([O:45][C:8]2[CH:7]=[CH:6][C:5]([S:10]([NH:13][C:14]3[S:18][N:17]=[CH:16][N:15]=3)(=[O:12])=[O:11])=[CH:4][C:3]=2[C:1]#[N:2])=[C:24]([C:26]2[CH:31]=[CH:30][N:29]=[C:28]([N:32]3[CH2:33][CH2:34][N:35]([C:38]([O:40][C:41]([CH3:43])([CH3:42])[CH3:44])=[O:39])[CH2:36][CH2:37]3)[N:27]=2)[CH:25]=1 |f:2.3.4,6.7|. Reported procedure: 3-Cyano-4-fluoro-N-(1,2,4-thiadiazol-5-yl)benzenesulfonamide (Preparation 65, 43.6 mg, 0.154 mmol), tert-butyl 4-[4-(5-chloro-2-hydroxyphenyl)pyrimidin-2-yl]piperazine-1-carboxylate (Preparation 873, 50.0 mg, 0.128 mmol) and potassium carbonate (53 mg, 0.38 mmol) in dimethyl sulfoxide (1 mL, 10 mmol) was stirred at 100° C. for 16 hours. The reaction mixture was cooled to ambient temperature and poured into saturated aqueous ammonium chloride. The aqueous layer was extracted with ethyl acetate (3... Starting materials: [H-].[Na+] (sodium hydride), OC1CN(CCC1)C(=O)OC(C)(C)C (tert-butyl 3-hydroxypiperidine-1-carboxylate), ClC=1N(C(C=C(N1)C1=NC=NC=C1)=O)C (2-chloro-1-methyl-1H-[4,4′]bipyrimidinyl-6-one), O (water). Solvent: CN(C=O)C (N,N-dimethylformamide), C(C)(=O)OCC (ethyl acetate), CN(C=O)C (N,N-dimethylformamide). Reaction conditions: time 1 hour. Yields the product CN1C(=NC(=CC1=O)C1=NC=NC=C1)OC1CNCCC1 (1-methyl-2-(piperidine-3-yloxy)-1H-[4,4′]bipyrimidinyl-6-one), solid. Isolated yield 46.0%. As a reaction SMILES: [H-].[Na+].[OH:3][CH:4]1[CH2:9][CH2:8][CH2:7][N:6](C(OC(C)(C)C)=O)[CH2:5]1.Cl[C:18]1[N:19]([CH3:31])[C:20](=[O:30])[CH:21]=[C:22]([C:24]2[CH:29]=[CH:28][N:27]=[CH:26][N:25]=2)[N:23]=1.O>CN(C)C=O.C(OCC)(=O)C>[CH3:31][N:19]1[C:20](=[O:30])[CH:21]=[C:22]([C:24]2[CH:29]=[CH:28][N:27]=[CH:26][N:25]=2)[N:23]=[C:18]1[O:3][CH:4]1[CH2:9][CH2:8][CH2:7][NH:6][CH2:5]1 |f:0.1|. Procedure: To a mixture of sodium hydride (60 wt % in mineral oil, 0.24 g, 6.0 mmol) in N,N-dimethylformamide (15 ml) at room temperature under nitrogen atmosphere was added a solution of tert-butyl 3-hydroxypiperidine-1-carboxylate (1.0 g, 5.0 mmol) in N,N-dimethylformamide (5 ml) dropwise. After the mixture was stirred for one hour, 2-chloro-1-methyl-1H-[4,4′]bipyrimidinyl-6-one (1.1 g, 5.0 mmol) was added to the mixture. The resulting mixture was stirred overnight and poured into water. Extractive worku... Starting materials: C[Si](C)(C)Cl (trimethylsilyl chloride), O=C1CCC(CC1)C(=O)OCC (Ethyl 4-oxocyclohexanecarboxylate), C(C)(C)[N-]C(C)C.[Li+] (lithium diisopropylamide). Run in O1CCCC1 (tetrahydrofuran), O1CCCC1 (tetrahydrofuran). Reaction conditions: time 1 hour. Product: C[Si](OC1=CCC(CC1)C(=O)OCC)(C)C (ethyl 4-[(trimethylsilyl)oxy]-3-cyclohexene-1-carboxylate). Reaction SMILES: [O:1]=[C:2]1[CH2:7][CH2:6][CH:5]([C:8]([O:10][CH2:11][CH3:12])=[O:9])[CH2:4][CH2:3]1.C([N-]C(C)C)(C)C.[Li+].[CH3:21][Si:22](Cl)([CH3:24])[CH3:23]>O1CCCC1>[CH3:21][Si:22]([CH3:24])([CH3:23])[O:1][C:2]1[CH2:7][CH2:6][CH:5]([C:8]([O:10][CH2:11][CH3:12])=[O:9])[CH2:4][CH:3]=1 |f:1.2|. Reported procedure: A solution of ethyl 4-oxocyclohexanecarboxylate (5.95 g) (Example B) in 200 ml of anhydrous tetrahydrofuran is added dropwise under nitrogen to a solution of lithium diisopropylamide (prepared from 4.40 g of diisopropylamine and 26.2 ml of 1.6 M n-butyllithium hexane solution) in 200 ml of tetrahydrofuran at -78° C. The mixture is stirred at this temperature for one hour and trimethylsilyl chloride (4.71 g) is added dropwise via syringe. The reaction mixture is allowed to warm to room temperatur... Starting materials: CC=1C=CC(=C(C(=O)O)C1)C1=NC=CN=C1 (5-methyl-2-(pyrazin-2-yl)benzoic acid), BrC=1SC=CN1 (2-bromothiazole). Product: CC=1C=CC(=C(C(=O)O)C1)C=1SC=CN1 (5-Methyl-2-(thiazol-2-yl)benzoic acid). As a reaction SMILES: [CH3:1][C:2]1[CH:3]=[CH:4][C:5]([C:11]2C=N[CH:14]=[CH:13][N:12]=2)=[C:6]([CH:10]=1)[C:7]([OH:9])=[O:8].BrC1[S:19]C=CN=1>>[CH3:1][C:2]1[CH:3]=[CH:4][C:5]([C:11]2[S:19][CH:14]=[CH:13][N:12]=2)=[C:6]([CH:10]=1)[C:7]([OH:9])=[O:8]. Reported procedure: The title compound was prepared following the same general protocol as described for 5-methyl-2-(pyrazin-2-yl)benzoic acid in Example A19, starting from 2-bromothiazole. ESI-MS (m/z): 220 [M+1]+. The reactants are CC(=O)O[BH-](OC(C)=O)OC(C)=O, CC(=O)O, C1CCOC1, CCOC(C)=O, COC(=O)C(F)(F)CN, [Na+], [Na+], O=C([O-])O, O=C1CCCC1. The product is COC(=O)C(F)(F)CNC1CCCC1. RXN SMILES: [C:16]([O:17][BH-:18]([O:19][C:20](=[O:21])[CH3:22])[O:23][C:24](=[O:25])[CH3:26])(=[O:27])[CH3:28].[C:41]([OH:42])(=[O:43])[CH3:44].[CH2:45]1[O:46][CH2:47][CH2:48][CH2:49]1.[CH3:35][CH2:36][O:37][C:38]([CH3:39])=[O:40].[NH2:1][CH2:2][C:3]([C:4](=[O:5])[O:6][CH3:7])([F:8])[F:9].[Na+:29].[Na+:34].[O-:30][C:31]([OH:32])=[O:33].[O:10]=[C:11]1[CH2:12][CH2:13][CH2:14][CH2:15]1>>[NH:1]([CH2:2][C:3]([C:4](=[O:5])[O:6][CH3:7])([F:8])[F:9])[CH:11]1[CH2:12][CH2:13][CH2:14][CH2:15]1. The reactants are NC(CO)(C)C (2-amino-2-methylpropanol), [H-].[Na+] (sodium hydride), ClC=1N=NC(=CC1)Cl (3,6-dichloropyridazine). Run in C1=CC=CC=C1 (benzene), C1=CC=CC=C1 (benzene). Yields the product NC(COC=1N=NC(=CC1)Cl)(C)C (3-(2-amino-2-methylpropoxy)-6-chloropyridazine). Isolated yield 71.1%. As a reaction SMILES: [H-].[Na+].[NH2:3][C:4]([CH3:8])([CH3:7])[CH2:5][OH:6].[Cl:9][C:10]1[N:11]=[N:12][C:13](Cl)=[CH:14][CH:15]=1>C1C=CC=CC=1>[NH2:3][C:4]([CH3:8])([CH3:7])[CH2:5][O:6][C:13]1[N:12]=[N:11][C:10]([Cl:9])=[CH:15][CH:14]=1 |f:0.1|. Procedure details: To a suspension of 1.5 g of 61% sodium hydride in 20 ml of benzene was added dropwise at room temperature 2.7 g of 2-amino-2-methylpropanol, and then a solution of 4.5 g of 3,6-dichloropyridazine in 20 ml of benzene was added. The mixture was refluxed for one hour. The reaction mixture was cooled, washed with water, and dried over magnesium sulfate. The solvent was evaporated to give 4.33 g of 3-(2-amino-2-methylpropoxy)-6-chloropyridazine. Starting materials: C1CCC2=NCCCN2CC1, COC(=O)C=CC1CCCC1, C[Si](C)(C)CCOCn1ccc2c(-c3cn[nH]c3)ncnc21. Product: COC(=O)CC(C1CCCC1)n1cc(-c2ncnc3c2ccn3COCC[Si](C)(C)C)cn1. As a reaction SMILES: [CH2:34]1[CH2:35][CH2:36][C:37]2=[N:42][CH2:41][CH2:40][CH2:39][N:38]2[CH2:43][CH2:44]1.[CH:23]1([CH:28]=[CH:29][C:30](=[O:31])[O:32][CH3:33])[CH2:24][CH2:25][CH2:26][CH2:27]1.[nH:1]1[n:2][cH:3][c:4](-[c:6]2[c:7]3[c:8]([n:9][cH:10][n:11]2)[n:12]([CH2:15][O:16][CH2:17][CH2:18][Si:19]([CH3:20])([CH3:21])[CH3:22])[cH:13][cH:14]3)[cH:5]1>>[n:1]1([CH:28]([CH:23]2[CH2:24][CH2:25][CH2:26][CH2:27]2)[CH2:29][C:30](=[O:31])[O:32][CH3:33])[n:2][cH:3][c:4](-[c:6]2[c:7]3[c:8]([n:9][cH:10][n:11]2)[n:12]([CH2:15][O:16][CH2:17][CH2:18][Si:19]([CH3:20])([CH3:21])[CH3:22])[cH:13][cH:14]3)[cH:5]1.